From a dataset of the Open Reaction Database (ORD), a public repository of structured organic reaction records. describe an organic reaction: reactants, conditions, products, and yield Procedure: 3(a) An aromatic polyamine mixture made up of 2.6% of diaminotoluene (isomer mixture), 6.2% of diaminomethyl diphenylmethane (isomer mixture containing more than 90% of diamines of the type containing one amino substituent on each aromatic ring) and 91.2% of triamino-methyl diphenyl methane (isomer mixture containing more than 90% of triamines with one amino group on the unsubstituted aromatic ring and two amino groups on the methyl-substitued aromatic ring) was obtained by the nitration of meth... RXN SMILES: NC1C(N)=C(C)C=CC=1.N[CH:11]([CH:13]([C:20]1[CH:25]=[CH:24][CH:23]=[CH:22][CH:21]=1)[C:14]1[CH:19]=[CH:18][CH:17]=[CH:16][CH:15]=1)N.NC1C=CC(C(C)C2C=CC=CC=2)=C(N)C=1N>>[CH3:11][CH:13]([C:14]1[CH:19]=[CH:18][CH:17]=[CH:16][CH:15]=1)[C:20]1[CH:25]=[CH:24][CH:23]=[CH:22][CH:21]=1. Product: CC(C1=CC=CC=C1)C1=CC=CC=C1 (methyl diphenyl methane). Reactants: diamines, 3(a), NC(N)C(C1=CC=CC=C1)C1=CC=CC=C1 (diaminomethyl diphenylmethane), triamines, unsubstituted aromatic ring, methyl-substitued aromatic ring, polyamine, NC=1C(=C(C=CC1)C)N (diaminotoluene), aromatic ring, NC1=C(C(=C(C=C1)C(C1=CC=CC=C1)C)N)N (triamino-methyl diphenyl methane). Reactants: CN(CCOC1=CC=C(C=C1)N)C (4-(2-dimethylamino-ethoxy)-phenylamine), CC1=C(C(=CC=C1)C)C1=CC=C(C=2N=CC=NC12)C(=O)O (8-(2,6-dimethyl-phenyl)quinoxaline-5-carboxylic acid). The product is CN(CCOC1=CC=C(C=C1)NC(=O)C=1C=2N=CC=NC2C(=CC1)C1=C(C=CC=C1C)C)C (8-(2,6-Dimethyl-phenyl)-quinoxaline-5-carboxylic acid [4-(2-dimethylaminoethoxy)-phenyl]-amide). RXN SMILES: [CH3:1][N:2]([CH3:13])[CH2:3][CH2:4][O:5][C:6]1[CH:11]=[CH:10][C:9]([NH2:12])=[CH:8][CH:7]=1.[CH3:14][C:15]1[CH:20]=[CH:19][CH:18]=[C:17]([CH3:21])[C:16]=1[C:22]1[C:31]2[N:30]=[CH:29][CH:28]=[N:27][C:26]=2[C:25]([C:32](O)=[O:33])=[CH:24][CH:23]=1>>[CH3:1][N:2]([CH3:13])[CH2:3][CH2:4][O:5][C:6]1[CH:11]=[CH:10][C:9]([NH:12][C:32]([C:25]2[C:26]3[N:27]=[CH:28][CH:29]=[N:30][C:31]=3[C:22]([C:16]3[C:17]([CH3:21])=[CH:18][CH:19]=[CH:20][C:15]=3[CH3:14])=[CH:23][CH:24]=2)=[O:33])=[CH:8][CH:7]=1. Procedure details: The title compound was prepared in analogy to the procedure described in Step 14.1 but using 4-(2-dimethylamino-ethoxy)-phenylamine (Step 5.1) and 8-(2,6-dimethyl-phenyl)quinoxaline-5-carboxylic acid (Example 71). Title compound: ESI-MS: 441.1 [M+H]+; tR=3.52 min (System 3). Reactants: CCO, CC(=O)[O-], CCC(=O)c1cccc(S(C)(=O)=O)c1, CCOC(C)=O, Cl, NO, [Na+], O. Product: CCC(N)c1cccc(S(C)(=O)=O)c1, Cl. Reaction SMILES: [CH3:15][CH2:16][OH:17].[CH3:19][C:20](=[O:21])[O-:22].[CH3:1][S:2](=[O:3])(=[O:4])[c:5]1[cH:6][c:7]([C:11]([CH2:12][CH3:13])=[O:14])[cH:8][cH:9][cH:10]1.[CH3:27][CH2:28][O:29][C:30](=[O:31])[CH3:32].[ClH:23].[NH2:24][OH:25].[Na+:18].[OH2:26]>>[CH3:1][S:2](=[O:3])(=[O:4])[c:5]1[cH:6][c:7]([CH:11]([CH2:12][CH3:13])[NH2:24])[cH:8][cH:9][cH:10]1.[ClH:23]. Starting materials: [Br-], CCc1cc(-c2ccc(-c3cn(C4CCc5ccccc5N(CC(F)(F)F)C4=O)nn3)cc2OC)ccn1, CC(C)[Mg+], COc1cc(-c2cn(C3CCc4ccccc4N(CC(F)(F)F)C3=O)nn2)ccc1-c1ccnc(Cl)c1. The product is COc1cc(-c2cn(C3CCc4ccccc4N(CC(F)(F)F)C3=O)nn2)ccc1-c1ccnc(C(C)C)c1. Reaction SMILES: [Br-:39].[CH2:1]([CH3:2])[c:3]1[n:4][cH:5][cH:6][c:7](-[c:9]2[c:10]([O:37][CH3:38])[cH:11][c:12](-[c:15]3[n:16][n:17][n:18]([CH:20]4[C:21](=[O:36])[N:22]([CH2:31][C:32]([F:33])([F:34])[F:35])[c:23]5[c:24]([cH:27][cH:28][cH:29][cH:30]5)[CH2:25][CH2:26]4)[cH:19]3)[cH:13][cH:14]2)[cH:8]1.[CH:40]([Mg+:41])([CH3:42])[CH3:43].[Cl:44][c:45]1[cH:46][c:47](-[c:48]2[cH:49][cH:50][c:51](-[c:52]3[n:53][n:54][n:55]([CH:56]4[CH2:57][CH2:58][c:59]5[cH:60][cH:61][cH:62][cH:63][c:64]5[N:65]([CH2:66][C:67]([F:68])([F:69])[F:70])[C:71]4=[O:72])[cH:73]3)[cH:74][c:75]2[O:76][CH3:77])[cH:78][cH:79][n:80]1>>[CH:1]([CH3:2])([c:3]1[n:4][cH:5][cH:6][c:7](-[c:9]2[c:10]([O:37][CH3:38])[cH:11][c:12](-[c:15]3[n:16][n:17][n:18]([CH:20]4[C:21](=[O:36])[N:22]([CH2:31][C:32]([F:33])([F:34])[F:35])[c:23]5[c:24]([cH:27][cH:28][cH:29][cH:30]5)[CH2:25][CH2:26]4)[cH:19]3)[cH:13][cH:14]2)[cH:8]1)[CH3:40]. The reactants are O=C(Nc1ccncc1)c1cnc2c(Nc3ccccn3)cc(NC3CCCN(Cc4ccccc4)C3)nn12, CO. The product is O=C(Nc1ccncc1)c1cnc2c(Nc3ccccn3)cc(NC3CCCNC3)nn12. As a reaction SMILES: [CH2:1]([c:2]1[cH:3][cH:4][cH:5][cH:6][cH:7]1)[N:8]1[CH2:9][CH:10]([NH:14][c:15]2[cH:16][c:17]([NH:33][c:34]3[n:35][cH:36][cH:37][cH:38][cH:39]3)[c:18]3[n:19]([n:20]2)[c:21]([C:24](=[O:25])[NH:26][c:27]2[cH:28][cH:29][n:30][cH:31][cH:32]2)[cH:22][n:23]3)[CH2:11][CH2:12][CH2:13]1.[CH3:40][OH:41]>>[NH:8]1[CH2:9][CH:10]([NH:14][c:15]2[cH:16][c:17]([NH:33][c:34]3[n:35][cH:36][cH:37][cH:38][cH:39]3)[c:18]3[n:19]([n:20]2)[c:21]([C:24](=[O:25])[NH:26][c:27]2[cH:28][cH:29][n:30][cH:31][cH:32]2)[cH:22][n:23]3)[CH2:11][CH2:12][CH2:13]1. The yield is 0.0%. Procedure: phenylmethanamine (100 mg, 0.93 mmol), 2-chloro-4-methylthiazole (125 mg, 0.93 mmol) and sodium 2-methylpropan-2-olate (179 mg, 1.87 mmol) were suspended in DMA (2 mL) and sealed into a microwave tube. Nitrogen was bubbled through the reaction mixture for 5 minutes. (R)-(-)-1-[(S)-2-(DICYCLOHEXYLPHOSPHINO)FERROCENYL]ETHYLDI-T-BUTYLPHOSPHINE (62.1 mg, 0.11 mmol) and diacetoxypalladium (16.76 mg, 0.07 mmol) were added to the reaction mixture and nitrogen was bubbled through the reaction mixture fo... Yields the product CC1=CSC(=N1)NCC2=CC=CC=C2. Run in CC(=O)N(C)C. The reactants are C1=CC=C(C=C1)CN, CC1=CSC(=N1)Cl. Reagents/catalysts: CC(C)(C)[O-].[Na+], CC(C1CCCC1P(C2CCCCC2)C3CCCCC3)P(C(C)(C)C)C(C)(C)C.C1CCCC1.[Fe], CC(=O)O.CC(=O)O.[Pd]. Reaction conditions: temperature 100 celsius. Starting materials: C(C1=CC=CC=C1)OC=1C=C2C(=C(C=NC2=CC1OC)[N+](=O)[O-])Cl (6-benzyloxy-4-chloro-7-methoxy-3-nitro-quinoline), C(#N)C1=CC=C(C=C1)CC#N (4-cyanophenylacetonitrile), [H-].[Na+] (Sodium hydride), Cl (hydrochloric acid). Run in CN(C=O)C (N,N-dimethylformamide), O (water), O1CCCC1 (tetrahydrofuran). Reaction conditions: time 30 minute. Yields the product C(C1=CC=CC=C1)OC=1C=C2C(=C(C=NC2=CC1OC)[N+](=O)[O-])C(C1=CC=C(C#N)C=C1)C#N (4-[(6-benzyloxy-7-methoxy-3-nitroquinolin-4-yl)cyanomethyl]benzonitrile). Isolated yield 92.6%. RXN SMILES: [C:1]([C:3]1[CH:8]=[CH:7][C:6]([CH2:9][C:10]#[N:11])=[CH:5][CH:4]=1)#[N:2].[H-].[Na+].[CH2:14]([O:21][C:22]1[CH:23]=[C:24]2[C:29](=[CH:30][C:31]=1[O:32][CH3:33])[N:28]=[CH:27][C:26]([N+:34]([O-:36])=[O:35])=[C:25]2Cl)[C:15]1[CH:20]=[CH:19][CH:18]=[CH:17][CH:16]=1.Cl>O1CCCC1.CN(C)C=O.O>[CH2:14]([O:21][C:22]1[CH:23]=[C:24]2[C:29](=[CH:30][C:31]=1[O:32][CH3:33])[N:28]=[CH:27][C:26]([N+:34]([O-:36])=[O:35])=[C:25]2[CH:9]([C:10]#[N:11])[C:6]1[CH:7]=[CH:8][C:3]([C:1]#[N:2])=[CH:4][CH:5]=1)[C:15]1[CH:16]=[CH:17][CH:18]=[CH:19][CH:20]=1 |f:1.2|. Procedure details: Under a nitrogen atmosphere, 4-cyanophenylacetonitrile (3.86 g, 27.12 mmol) is dissolved in dry tetrahydrofuran (185 ml). Sodium hydride (60% dispersion in paraffin oil, 2.17 g, 54.25 mmol) is subsequently added in portions with ice-bath cooling, and the mixture is stirred for a further 30 min. A suspension of 6-benzyloxy-4-chloro-7-methoxy-3-nitro-quinoline (9.35 g, 27.12 mmol) in N,N-dimethylformamide (50 ml) is then added at room temperature, and the mixture is subsequently stirred for a furt... Reactants: B, CC(C)(C)OC(=O)NC1CCC(C(N)=O)CC1, C1CCOC1, [Na+], [OH-]. Product: CC(C)(C)OC(=O)NC1CCC(CN)CC1. RXN SMILES: [BH3:18].[C:1]([CH3:2])([CH3:3])([CH3:4])[O:5][C:6]([NH:7][CH:8]1[CH2:9][CH2:10][CH:11]([C:14]([NH2:15])=[O:16])[CH2:12][CH2:13]1)=[O:17].[CH2:21]1[O:22][CH2:23][CH2:24][CH2:25]1.[Na+:20].[OH-:19]>>[C:1]([CH3:2])([CH3:3])([CH3:4])[O:5][C:6]([NH:7][CH:8]1[CH2:9][CH2:10][CH:11]([CH2:14][NH2:15])[CH2:12][CH2:13]1)=[O:17]. The reactants are O=C([O-])[O-], Cc1cc2ncc(C(=O)O)cn2n1, CN(C)C=O, O=C(Cl)C(=O)Cl, Cl, [K+], [K+], NCC1(N)CCCC1, C1CCOC1, O. Product: Cc1cc2ncc(C(=O)NCC3(N)CCCC3)cn2n1. Reaction SMILES: [C:20](=[O:21])([O-:22])[O-:23].[CH3:1][c:2]1[n:3][n:4]2[c:5]([n:6][cH:7][c:8]([C:10](=[O:11])[OH:12])[cH:9]2)[cH:13]1.[CH3:41][N:42]([CH3:43])[CH:44]=[O:45].[Cl:14][C:15]([C:16]([Cl:17])=[O:18])=[O:19].[ClH:34].[K+:24].[K+:25].[NH2:26][CH2:27][C:28]1([NH2:33])[CH2:29][CH2:30][CH2:31][CH2:32]1.[O:35]1[CH2:36][CH2:37][CH2:38][CH2:39]1.[OH2:40]>>[CH3:1][c:2]1[n:3][n:4]2[c:5]([n:6][cH:7][c:8]([C:10](=[O:12])[NH:26][CH2:27][C:28]3([NH2:33])[CH2:29][CH2:30][CH2:31][CH2:32]3)[cH:9]2)[cH:13]1. The reactants are OC1=CC=C(C=C1)C(C)=O (p-hydroxyacetophenone), CS(=O)(=O)OCCC1=CC=C(C=C1)OS(=O)(=O)C (4-(methylsulfonyloxy)phenethyl methanesulfonate), C([O-])([O-])=O.[K+].[K+] (potassium carbonate). Solvent: C(C)#N (acetonitrile). Yields the product CS(=O)(=O)OC1=CC=C(C=C1)CCOC1=CC=C(C=C1)C(C)=O (4-[2-(4-acetylphenoxy)ethyl]phenyl methanesulfonate). Yield: 67.9%. Reaction SMILES: [OH:1][C:2]1[CH:7]=[CH:6][C:5]([C:8](=[O:10])[CH3:9])=[CH:4][CH:3]=1.CS(O[CH2:16][CH2:17][C:18]1[CH:23]=[CH:22][C:21]([O:24][S:25]([CH3:28])(=[O:27])=[O:26])=[CH:20][CH:19]=1)(=O)=O.C(=O)([O-])[O-].[K+].[K+]>C(#N)C>[CH3:28][S:25]([O:24][C:21]1[CH:22]=[CH:23][C:18]([CH2:17][CH2:16][O:1][C:2]2[CH:7]=[CH:6][C:5]([C:8](=[O:10])[CH3:9])=[CH:4][CH:3]=2)=[CH:19][CH:20]=1)(=[O:27])=[O:26] |f:2.3.4|. Reported procedure: 13.6 g (0.1 mole) p-hydroxyacetophenone, 29.4 g (0.1 mole) 4-(methylsulfonyloxy)phenethyl methanesulfonate and 42.4 g (0.3 mole) potassium carbonate in acetonitrile were refluxed over night. The salts were filtered off and the solvent was evaporated in vacuo. The residue was crystallized in isopropyl alcohol. The crystals were dissolved in dichloromethane, washed with diluted potassium carbonate, dried (magnesium sulfate), filtered and evaporated to give 22.7 g (yield 68%) 4-[2-(4-acetylphenoxy)...